This data is from the Open Reaction Database (ORD), a public repository of structured organic reaction records. The task is: describe an organic reaction: reactants, conditions, products, and yield The reactants are FC1=C(C=CC=C1F)[C@@H]1CC[C@H](C(N(C1)CC(F)(F)F)=S)NC(=O)N1CCC(CC1)N1C(NC2=NC=CC=C21)=O (N-[(3R,6S)-6-(2,3-difluorophenyl)-2-thioxo-1-(2,2,2-trifluoroethyl)azepan-3-yl]-4-(2-oxo-2,3-dihydro-1H-imidazo[4,5-b]pyridin-1-yl)piperidine-1-carboxamide), CN (methylamine). The reagents and catalysts are [Hg](Cl)Cl (Mercury(II) chloride). Run in C(C)O (ethanol). Run at time 2 hour. Yields the product FC1=C(C=CC=C1F)[C@@H]1CC[C@H](C(N(C1)CC(F)(F)F)=NC)NC(=O)N1CCC(CC1)N1C(NC2=NC=CC=C21)=O (N-[(3R,6S)-6-(2,3-Difluorophenyl)-2-(methylimino)-1-(2,2,2-trifluoroethyl)azepan-3-yl]-4-(2-oxo-2,3-dihydro-1H-imidazo[4,5-b]pyridin-1-yl)piperidine-1-carboxamide), bis trifluoroacetate. Reaction SMILES: [F:1][C:2]1[C:7]([F:8])=[CH:6][CH:5]=[CH:4][C:3]=1[C@H:9]1[CH2:15][N:14]([CH2:16][C:17]([F:20])([F:19])[F:18])[C:13](=S)[C@H:12]([NH:22][C:23]([N:25]2[CH2:30][CH2:29][CH:28]([N:31]3[C:39]4[C:34](=[N:35][CH:36]=[CH:37][CH:38]=4)[NH:33][C:32]3=[O:40])[CH2:27][CH2:26]2)=[O:24])[CH2:11][CH2:10]1.[CH3:41][NH2:42]>C(O)C.[Hg](Cl)Cl>[F:1][C:2]1[C:7]([F:8])=[CH:6][CH:5]=[CH:4][C:3]=1[C@H:9]1[CH2:15][N:14]([CH2:16][C:17]([F:20])([F:19])[F:18])[C:13](=[N:42][CH3:41])[C@H:12]([NH:22][C:23]([N:25]2[CH2:30][CH2:29][CH:28]([N:31]3[C:39]4[C:34](=[N:35][CH:36]=[CH:37][CH:38]=4)[NH:33][C:32]3=[O:40])[CH2:27][CH2:26]2)=[O:24])[CH2:11][CH2:10]1. Procedure details: Mercury(II) chloride (23 mg, 0.084 mmol) was added to a solution of N-[(3R,6S)-6-(2,3-difluorophenyl)-2-thioxo-1-(2,2,2-trifluoroethyl)azepan-3-yl]-4-(2-oxo-2,3-dihydro-1H-imidazo[4,5-b]pyridin-1-yl)piperidine-1-carboxamide (32 mg, 0.055 mmol) and methylamine (2.0 M in tetrahydrofuran; 274 μL, 0.547 mmol) in ethanol (1 mL). After 2 h, the mixture was filtered and concentrated. Purification by reverse phase HPLC(C-18, 95% water/acetonitrile→100% acetonitrile with 0.1% trifluoroacetic acid) gave t... Product: O=C(CN1CCCC1)N1c2ccccc2-n2c(nn(CCN3CCCC3)c2=O)-c2cccnc21. Reaction SMILES: [CH3:38][N:39]([CH3:40])[CH:41]=[O:42].[H-:28].[N:1]1([CH2:6][C:7](=[O:8])[N:9]2[c:10]3[c:11]([cH:24][cH:25][cH:26][n:27]3)-[c:12]3[n:13]([c:20](=[O:23])[nH:21][n:22]3)-[c:14]3[c:15]2[cH:16][cH:17][cH:18][cH:19]3)[CH2:2][CH2:3][CH2:4][CH2:5]1.[N:30]1([CH2:35][CH2:36][Cl:37])[CH2:31][CH2:32][CH2:33][CH2:34]1.[Na+:29].[c:43]1([CH3:44])[c:45]([CH3:46])[cH:47][cH:48][cH:49][cH:50]1>>[N:1]1([CH2:6][C:7](=[O:8])[N:9]2[c:10]3[c:11]([cH:24][cH:25][cH:26][n:27]3)-[c:12]3[n:13]([c:20](=[O:23])[n:21]([CH2:36][CH2:35][N:30]4[CH2:31][CH2:32][CH2:33][CH2:34]4)[n:22]3)-[c:14]3[c:15]2[cH:16][cH:17][cH:18][cH:19]3)[CH2:2][CH2:3][CH2:4][CH2:5]1. Reactants: CN(C)C=O, [H-], O=C(CN1CCCC1)N1c2ccccc2-n2c(n[nH]c2=O)-c2cccnc21, ClCCN1CCCC1, [Na+], Cc1ccccc1C. Reactants: N#CC(CC(=O)O)c1ccccc1, CN1CCN(c2cc(-c3ccc4c(c3)CN(C(=O)OC3CCNCC3)CC4)nc(N)n2)CC1. Product: CN1CCN(c2cc(-c3ccc4c(c3)CN(C(=O)CC(C#N)c3ccccc3)CC4)nc(N)n2)CC1. As a reaction SMILES: [C:1](#[N:2])[CH:3]([CH2:4][C:5](=[O:6])[OH:7])[c:8]1[cH:9][cH:10][cH:11][cH:12][cH:13]1.[NH2:14][c:15]1[n:16][c:17]([N:40]2[CH2:41][CH2:42][N:43]([CH3:46])[CH2:44][CH2:45]2)[cH:18][c:19](-[c:21]2[cH:22][cH:23][c:24]3[c:29]([cH:30]2)[CH2:28][N:27]([C:31]([O:32][CH:33]2[CH2:34][CH2:35][NH:36][CH2:37][CH2:38]2)=[O:39])[CH2:26][CH2:25]3)[n:20]1>>[C:1](#[N:2])[CH:3]([CH2:4][C:5](=[O:7])[N:27]1[CH2:26][CH2:25][c:24]2[cH:23][cH:22][c:21](-[c:19]3[cH:18][c:17]([N:40]4[CH2:41][CH2:42][N:43]([CH3:46])[CH2:44][CH2:45]4)[n:16][c:15]([NH2:14])[n:20]3)[cH:30][c:29]2[CH2:28]1)[c:8]1[cH:9][cH:10][cH:11][cH:12][cH:13]1. Starting materials: COC(C(CC1=CC=C(C=C1)OCC=CC1=CC=C(C=C1)C1=CC=CC=C1)(C(C1=CC=CC=C1)=O)NC1=CC=CC=C1)=O (2-Benzoyl-phenylamino-3-[4-(3-biphenyl-4-yl-allyloxy)-phenyl]-propionic acid methyl ester), C(C)O (ethanol), [OH-].[Na+] (NaOH). The solvent is C1CCOC1 (THF). Reaction conditions: time 1 hour. Product: C(C1=CC=CC=C1)(=O)C1=C(C=CC=C1)N[C@H](C(=O)O)CC1=CC=C(C=C1)OC\C=C\C1=CC=C(C=C1)C1=CC=CC=C1 ((E)-(S)-2-(2-Benzoyl-phenylamino)-3-[4-(3-biphenyl-4-yl-allyloxy)-phenyl]-propionic acid). As a reaction SMILES: C[O:2][C:3](=[O:43])[C:4]([NH:36][C:37]1[CH:42]=[CH:41][CH:40]=[CH:39][CH:38]=1)(C(=O)C1C=CC=CC=1)[CH2:5][C:6]1[CH:11]=[CH:10][C:9]([O:12][CH2:13][CH:14]=[CH:15][C:16]2[CH:21]=[CH:20][C:19]([C:22]3[CH:27]=[CH:26][CH:25]=[CH:24][CH:23]=3)=[CH:18][CH:17]=2)=[CH:8][CH:7]=1.[OH-].[Na+].[CH2:46]([OH:48])[CH3:47]>C1COCC1>[C:46]([C:42]1[CH:41]=[CH:40][CH:39]=[CH:38][C:37]=1[NH:36][C@@H:4]([CH2:5][C:6]1[CH:11]=[CH:10][C:9]([O:12][CH2:13]/[CH:14]=[CH:15]/[C:16]2[CH:17]=[CH:18][C:19]([C:22]3[CH:27]=[CH:26][CH:25]=[CH:24][CH:23]=3)=[CH:20][CH:21]=2)=[CH:8][CH:7]=1)[C:3]([OH:43])=[O:2])(=[O:48])[C:47]1[CH:7]=[CH:6][CH:5]=[CH:4][CH:3]=1 |f:1.2|. Procedure: (E)-(S)-2-(2-Benzoyl-phenylamino-3-[4-(3-biphenyl-4-yl-allyloxy)-phenyl]-propionic acid methyl ester (example 1) (400 mg, 0.7 mmol) was dissolved in a mixture of ethanol (15 ml) and THF (15 ml). 1N NaOH (3 ml) was added and the mixture was stirred for 1 h at room temperature. The mixture was concentrated in vacuo. Water (5 ml) and ethyl acetate (10 ml) was added. The mixture was neutralised with 1N HCl. The aqueous phase was isolated and extracted with ethyl acetate (×2) The organic layers were ...